The task is: describe an organic reaction: reactants, conditions, products, and yield. This data is from the Open Reaction Database (ORD), a public repository of structured organic reaction records. Starting materials: NCCCC1C(NC2=CC(=CC=C12)OC)=O (3-(3-amino-propyl)-6-methoxy-1,3-dihydro-indol-2-one), Cl.C(C)(=O)[O-].[Na+] (sodium acetate hydrochloride), C(C)(C)(C)[Si](OCC=O)(C)C ((tert-butyl-dimethyl-silanyloxy)-acetaldehyde). The solvent is C(C)O (ethanol). Reaction conditions: temperature 60 celsius, time 3 hour. Yields the product [Si](C)(C)(C(C)(C)C)OCC1NCCCC12C(N(C1=CC(=CC=C12)OC)C(=O)OC(C)(C)C)=O (Tert-butyl 2′-({[tert-butyl(dimethyl)silyl]oxy}methyl)-6-methoxy-2-oxospiro[indole-3,3′-piperidine]-1(2H)-carboxylate). RXN SMILES: [NH2:1][CH2:2][CH2:3][CH2:4][CH:5]1[C:13]2[C:8](=[CH:9][C:10]([O:14][CH3:15])=[CH:11][CH:12]=2)[NH:7][C:6]1=[O:16].Cl.[C:18]([O-:21])(=[O:20])C.[Na+].[C:23]([Si:27]([CH3:33])([CH3:32])[O:28][CH2:29][CH:30]=O)([CH3:26])([CH3:25])[CH3:24]>C(O)C>[Si:27]([O:28][CH2:29][CH:30]1[C:5]2([C:13]3[C:8](=[CH:9][C:10]([O:14][CH3:15])=[CH:11][CH:12]=3)[N:7]([C:18]([O:21][C:5]([CH3:13])([CH3:6])[CH3:4])=[O:20])[C:6]2=[O:16])[CH2:4][CH2:3][CH2:2][NH:1]1)([C:23]([CH3:26])([CH3:25])[CH3:24])([CH3:33])[CH3:32] |f:1.2.3|. Procedure details: A solution of 1 mol of 3-(3-amino-propyl)-6-methoxy-1,3-dihydro-indol-2-one in 5 ml of ethanol is treated with 5 mmol of sodium acetate hydrochloride and 5 mmol of (tert-butyl-dimethyl-silanyloxy)-acetaldehyde [102191-92-4] and stirred at 60° C. for 3 hours. The reaction mixture is concentrated in vacuo and treated with aqueous saturated potassium carbonate solution and diethyl ether. The phases are separated and the aqueous phase is extracted with diethyl ether (2×). The combined organic phases... Reactants: C(C1=CC=CC=C1)N1C(N(C2=C1C(=NC=C2)Cl)CC2=C(C#N)C=CC=C2)=O (2-(3-benzyl-4-chloro-2-oxo-2,3-dihydroimidazo[4.5-c]pyridin-1-ylmethyl)benzonitrile), C(C)(C)(C)OC(=O)N1CCNCC1 (piperazine-1-carboxylic acid t-butyl ester). The product is C(C1=CC=CC=C1)N1C(N(C2=C1C(=NC=C2)N2CCNCC2)CC2=C(C#N)C=CC=C2)=O (2-(3-Benzyl-2-oxo-4-piperazin-1-yl-2,3-dihydroimidazo[4.5-c]pyridin-1-ylmethyl)benzonitrile). Reaction SMILES: [CH2:1]([N:8]1[C:12]2[C:13](Cl)=[N:14][CH:15]=[CH:16][C:11]=2[N:10]([CH2:18][C:19]2[CH:26]=[CH:25][CH:24]=[CH:23][C:20]=2[C:21]#[N:22])[C:9]1=[O:27])[C:2]1[CH:7]=[CH:6][CH:5]=[CH:4][CH:3]=1.C(OC([N:35]1[CH2:40][CH2:39][NH:38][CH2:37][CH2:36]1)=O)(C)(C)C>>[CH2:1]([N:8]1[C:12]2[C:13]([N:35]3[CH2:40][CH2:39][NH:38][CH2:37][CH2:36]3)=[N:14][CH:15]=[CH:16][C:11]=2[N:10]([CH2:18][C:19]2[CH:26]=[CH:25][CH:24]=[CH:23][C:20]=2[C:21]#[N:22])[C:9]1=[O:27])[C:2]1[CH:7]=[CH:6][CH:5]=[CH:4][CH:3]=1. Reported procedure: 2-(3-benzyl-4-chloro-2-oxo-2,3-dihydroimidazo[4.5-c]pyridin-1-ylmethyl)benzonitrile (0.364 g) and piperazine-1-carboxylic acid t-butyl ester (0.543 g) were heated at 170° C. for 12 hours. The residue was cooled, and then purified by silica gel chromatography using amine-treated silica. Reaction conditions: temperature 0 celsius, time 15 minute. Reaction SMILES: [N:1]1[CH:6]=[CH:5][C:4]([C:7]2[O:11][CH:10]=[N:9][C:8]=2[C:12]([O:14]C)=[O:13])=[N:3][CH:2]=1.[Li+].[OH-]>C1COCC1.O.CCOC(C)=O.Cl>[N:1]1[CH:6]=[CH:5][C:4]([C:7]2[O:11][CH:10]=[N:9][C:8]=2[C:12]([OH:14])=[O:13])=[N:3][CH:2]=1 |f:1.2,3.4|. Reported procedure: A solution of methyl 5-(pyrimidin-4-yl)oxazole-4-carboxylate (179 mg, 0.80 mmol) in THF/H2O (1:1, 6 mL) was treated with LiOH (60 mg, 1.43 mmol) at 0° C. The reaction mixture was stirred at 0° C. for 15 min, then diluted with EtOAc and 1N aq. HCl-solution was added (to reach pH=1). The layers were separated and the aq. layer extracted with EtOAc (2×), EtOAc/MeOH 4:1 then DCM/MeOH 4:1. The combined organic extracts were dried (Na2SO4), filtered and concentrated in vacuo to obtain the title compou... Product: N1=CN=C(C=C1)C1=C(N=CO1)C(=O)O (5-(pyrimidin-4-yl)oxazole-4-carboxylic acid). The solvent is CCOC(=O)C (EtOAc), Cl (HCl), C1CCOC1.O (THF H2O). The reactants are N1=CN=C(C=C1)C1=C(N=CO1)C(=O)OC (methyl 5-(pyrimidin-4-yl)oxazole-4-carboxylate), [Li+].[OH-] (LiOH). Conditions: time 14 hour. RXN SMILES: [H-].[Na+].[F:3][C:4]([F:24])([F:23])[C:5]1[CH:6]=[C:7]([C@H:15]2[O:20][C:19](=[O:21])[NH:18][C@@H:17]([CH3:22])[CH2:16]2)[CH:8]=[C:9]([C:11]([F:14])([F:13])[F:12])[CH:10]=1.[I:25][C:26]1[CH:31]=[CH:30][C:29]([C:32]([F:35])([F:34])[F:33])=[CH:28][C:27]=1[CH2:36]O>C1COCC1>[F:24][C:4]([F:3])([F:23])[C:5]1[CH:6]=[C:7]([C@H:15]2[O:20][C:19](=[O:21])[N:18]([CH2:36][C:27]3[CH:28]=[C:29]([C:32]([F:33])([F:35])[F:34])[CH:30]=[CH:31][C:26]=3[I:25])[C@@H:17]([CH3:22])[CH2:16]2)[CH:8]=[C:9]([C:11]([F:12])([F:13])[F:14])[CH:10]=1 |f:0.1|. Starting materials: resultant mixture, IC1=C(C=C(C=C1)C(F)(F)F)CO ([2-iodo-5-(trifluoromethyl)phenyl]methanol), IC1=C(C=C(C=C1)C(F)(F)F)CO ([2-iodo-5-(trifluoromethyl)phenyl]methanol), [H-].[Na+] (sodium hydride), FC(C=1C=C(C=C(C1)C(F)(F)F)[C@@H]1C[C@@H](NC(O1)=O)C)(F)F ((4S,6S)-6-[3,5-bis(trifluoromethyl)phenyl]-4-methyl-1,3-oxazinan-2-one), FC(C=1C=C(C=C(C1)C(F)(F)F)[C@@H]1C[C@@H](NC(O1)=O)C)(F)F ((4S,6S)-6-[3,5-bis(trifluoromethyl)phenyl]-4-methyl-1,3-oxazinan-2-one). Solvent: C1CCOC1 (THF), C1CCOC1 (THF), C1CCOC1 (THF). Product: FC(C=1C=C(C=C(C1)C(F)(F)F)[C@@H]1C[C@@H](N(C(O1)=O)CC1=C(C=CC(=C1)C(F)(F)F)I)C)(F)F ((4S,6S)-6-[3,5-bis(trifluoromethyl)phenyl]-3-[2-iodo-5-(trifluoromethyl)benzyl]-4-methyl-1,3-oxazinan-2-one). Reported procedure: To a stirred suspension of sodium hydride (60% in oil; 5.6 mg; 0.139 mmol) in THF (0.5 mL) at 0° C. under an atmosphere of N2 was added a solution of (4S,6S)-6-[3,5-bis(trifluoromethyl)phenyl]-4-methyl-1,3-oxazinan-2-one (Intermediate 22; 50 mg; 0.153 mmol) in THF (1 mL) dropwise. The resultant mixture stirred at 0° C. for 15 min prior to dropwise addition of 2-(bromomethyl)-1-iodo-4-trifluoromethyl)benzene (Intermediate 11; 50.7 mg; 0.139 mmol) as a solution in THF (0.5 mL). The reaction was al... The reactants are COS(=O)(=O)c1ccc(C)cc1, O=C(Nc1ccc([N+](=O)[O-])cc1)c1cccc(Nc2ccncc2)c1, CN(C)C=O. Yields the product C[n+]1ccc(Nc2cccc(C(=O)Nc3ccc([N+](=O)[O-])cc3)c2)cc1, Cc1ccc(S(=O)(=O)[O-])cc1. Reaction SMILES: [CH3:26][O:27][S:28](=[O:29])(=[O:30])[c:31]1[cH:32][cH:33][c:34]([CH3:37])[cH:35][cH:36]1.[N+:1](=[O:2])([O-:3])[c:4]1[cH:5][cH:6][c:7]([NH:10][C:11]([c:12]2[cH:13][c:14]([NH:18][c:19]3[cH:20][cH:21][n:22][cH:23][cH:24]3)[cH:15][cH:16][cH:17]2)=[O:25])[cH:8][cH:9]1.[O:38]=[CH:39][N:40]([CH3:41])[CH3:42]>>[N+:1](=[O:2])([O-:3])[c:4]1[cH:5][cH:6][c:7]([NH:10][C:11]([c:12]2[cH:13][c:14]([NH:18][c:19]3[cH:20][cH:21][n+:22]([CH3:26])[cH:23][cH:24]3)[cH:15][cH:16][cH:17]2)=[O:25])[cH:8][cH:9]1.[O:27]=[S:28](=[O:29])([O-:30])[c:31]1[cH:32][cH:33][c:34]([CH3:37])[cH:35][cH:36]1. The reactants are Cl.CO (HCl methanol), CC(=O)C (acetone), O[C@@H]1[C@H](C[C@H]([C@@H]1O)OC)OC1=NC(=NC2=CC=CC=C12)N1CCNCC1 (4-[(1S,2S,3R,4R)-(2,3-Dihydroxy-4-methoxy-cyclopentan-1-yl)oxy]-2-(1-piperazinyl)quinazoline). The solvent is CO (methanol). Yields the product Cl.O[C@H]1[C@@H](COC1)OC1=NC(=NC2=CC=CC=C12)N1CCNCC1 (4-[(3R,4R)-(4-hydroxytetrahydrofuran-3-yl)oxy]-2-(1-piperazinyl)quinazoline monohydrochloride). As a reaction SMILES: [OH:1][C@H:2]1[C@@H:6]([OH:7])[C@H](OC)[CH2:4][C@@H:3]1[O:10][C:11]1[C:20]2[C:15](=[CH:16][CH:17]=[CH:18][CH:19]=2)[N:14]=[C:13]([N:21]2[CH2:26][CH2:25][NH:24][CH2:23][CH2:22]2)[N:12]=1.[ClH:27].CO.CC(C)=O>CO>[ClH:27].[OH:1][C@@H:2]1[CH2:6][O:7][CH2:4][C@H:3]1[O:10][C:11]1[C:20]2[C:15](=[CH:16][CH:17]=[CH:18][CH:19]=2)[N:14]=[C:13]([N:21]2[CH2:22][CH2:23][NH:24][CH2:25][CH2:26]2)[N:12]=1 |f:1.2,5.6|. Procedure details: 4-[(3R,4R)-(4-Hydroxytetrahydrofuran-3-yl)oxy]-2-(1-piperazinyl)quinazoline 1/2 hydrochloride (cf. Example 21) (178 mg) is dissolved in methanol (3 ml) with heating, and thereto is added 2N HCl-methanol (0.32 ml) and acetone (10 ml), and the mixture is allowed to stand at room temperature. The precipitated crystals are separated by filtration to give 4-[(3R,4R)-(4-hydroxytetrahydrofuran-3-yl)oxy]-2-(1-piperazinyl)quinazoline monohydrochloride (124 mg) as crystals.